The task is: describe an organic reaction: reactants, conditions, products, and yield. This data is from the Open Reaction Database (ORD), a public repository of structured organic reaction records. The reactants are C(=O)(C(F)(F)F)O (TFA), C(C)(=O)OCC1=NC(=CC2=C1C(=NN2)OC)NC(=O)N[C@H](C)C2=CC=CC=C2 ((R)-(3-methoxy-6-(3-(1-phenylethyl)ureido)-1H-pyrazolo[4,3-c]pyridin-4-yl)methyl acetate), C(C)(=O)OCC1=NC(=CC2=C1C(=NN2)OC)NC(=O)N[C@H](C)C2=CC=CC=C2 ((R)-(3-methoxy-6-(3-(1-phenylethyl)ureido)-1H-pyrazolo[4,3-c]pyridin-4-yl)methyl acetate), [B-](F)(F)(F)F.[B-](F)(F)(F)F.C1C[N+]2(CC[N+]1(CC2)CCl)F (selectfluor). Solvent: CO (MeOH). Reaction conditions: time 8 hour. The product is C(C)(=O)OCC1=NC(=C(C2=C1C(=NN2)OC)F)NC(=O)N[C@H](C)C2=CC=CC=C2 ((R)-(7-fluoro-3-methoxy-6-(3-(1-phenylethyl)ureido)-1H-pyrazolo[4,3-c]pyridin-4-yl)methyl acetate). Isolated yield 52.8%. As a reaction SMILES: [C:1]([O:4][CH2:5][C:6]1[C:11]2[C:12]([O:15][CH3:16])=[N:13][NH:14][C:10]=2[CH:9]=[C:8]([NH:17][C:18]([NH:20][C@@H:21]([C:23]2[CH:28]=[CH:27][CH:26]=[CH:25][CH:24]=2)[CH3:22])=[O:19])[N:7]=1)(=[O:3])[CH3:2].[B-](F)(F)(F)[F:30].[B-](F)(F)(F)F.C1[N+]2(CCl)CC[N+](F)(CC2)C1.C(O)(C(F)(F)F)=O>CO>[C:1]([O:4][CH2:5][C:6]1[C:11]2[C:12]([O:15][CH3:16])=[N:13][NH:14][C:10]=2[C:9]([F:30])=[C:8]([NH:17][C:18]([NH:20][C@@H:21]([C:23]2[CH:24]=[CH:25][CH:26]=[CH:27][CH:28]=2)[CH3:22])=[O:19])[N:7]=1)(=[O:3])[CH3:2] |f:1.2.3|. Procedure details: (R)-(3-methoxy-6-(3-(1-phenylethyl)ureido)-1H-pyrazolo[4,3-c]pyridin-4-yl)methyl acetate (108 mg, 0.282 mmol, Example 257, derived from Intermediate 41B according to Scheme 3/Method A) was dissolved in MeOH (1 mL) and charged with selectfluor (150 mg, 0.423 mmol). The reaction was allowed to stir overnight at rt. The solvents were removed in vacuo and the residue was purified on RP-HPLC 30×150 mm column (25-60% CH3CN/H2O w/0.1% TFA) to provide (R)-(7-fluoro-3-methoxy-6-(3-(1-phenylethyl)ureido)-... The product is O=C(O)c1cnc2cc(F)c(F)cc2c1. Starting materials: CCO, CCOC(=O)c1cnc2cc(F)c(F)cc2c1, [K+], [OH-], O. As a reaction SMILES: [CH3:21][CH2:22][OH:23].[F:1][c:2]1[cH:3][c:4]2[cH:5][c:6]([C:13](=[O:14])[O:15][CH2:16][CH3:17])[cH:7][n:8][c:9]2[cH:10][c:11]1[F:12].[K+:19].[OH-:18].[OH2:20]>>[F:1][c:2]1[cH:3][c:4]2[cH:5][c:6]([C:13](=[O:14])[OH:15])[cH:7][n:8][c:9]2[cH:10][c:11]1[F:12]. The reactants are C(C)OC(CCNC(C(COC)(C)COC)=O)OCC (N-(3,3-diethoxy-propyl)-3-methoxy-2-methoxymethyl-2-methyl-propionamide), CC=1C=CC(=CC1)S(=O)(=O)O.O (TsOH.H2O). The solvent is CC(=O)C (acetone). Product: COCC(C(=O)NCCC=O)(C)COC (3-methoxy-2-methoxymethyl-2-methyl-N-(3-oxo-propyl)-propionamide). Yield: 97.9%. Reaction SMILES: C([O:3][CH:4](OCC)[CH2:5][CH2:6][NH:7][C:8](=[O:17])[C:9]([CH2:14][O:15][CH3:16])([CH3:13])[CH2:10][O:11][CH3:12])C.CC1C=CC(S(O)(=O)=O)=CC=1.O>CC(C)=O>[CH3:16][O:15][CH2:14][C:9]([CH2:10][O:11][CH3:12])([CH3:13])[C:8]([NH:7][CH2:6][CH2:5][CH:4]=[O:3])=[O:17] |f:1.2|. Reported procedure: To a solution of 3 g of N-(3,3-diethoxy-propyl)-3-methoxy-2-methoxymethyl-2-methyl-propionamide in 71 mL of acetone was added 3.91 g of TsOH.H2O. The mixture was stirred over night at rt, quenched with sat.-NaHCO3 and extracted with DCM. The organic phase was washed with brine, dried over anh. Na2SO4 and concentrated in vacuo. The resulting crude material was purified by CC using heptane/EtOAc from 100/0 to 0/100 as eluant to yield 2.19 g of 3-methoxy-2-methoxymethyl-2-methyl-N-(3-oxo-propyl)-pr... Starting materials: O=C(n1ccnc1)n1ccnc1, CN(C)C=O, CC1(C)Cc2cc(C(=O)O)ccc2NC1c1cccc(N)c1, O=C(O)c1ccccn1. Product: CC1(C)Cc2cc(C(=O)O)ccc2NC1c1cccc(NC(=O)c2ccccn2)c1. As a reaction SMILES: [C:10]([n:11]1[cH:12][cH:13][n:14][cH:15]1)([n:16]1[cH:17][cH:18][n:19][cH:20]1)=[O:21].[CH3:44][N:45]([CH3:46])[CH:47]=[O:48].[NH2:22][c:23]1[cH:24][c:25]([CH:29]2[NH:30][c:31]3[cH:32][cH:33][c:34]([C:41](=[O:42])[OH:43])[cH:35][c:36]3[CH2:37][C:38]2([CH3:39])[CH3:40])[cH:26][cH:27][cH:28]1.[OH:1][C:2](=[O:3])[c:4]1[cH:5][cH:6][cH:7][cH:8][n:9]1>>[C:2](=[O:3])([c:4]1[cH:5][cH:6][cH:7][cH:8][n:9]1)[NH:22][c:23]1[cH:24][c:25]([CH:29]2[NH:30][c:31]3[cH:32][cH:33][c:34]([C:41](=[O:42])[OH:43])[cH:35][c:36]3[CH2:37][C:38]2([CH3:39])[CH3:40])[cH:26][cH:27][cH:28]1. Starting materials: COC(COC1=C(C2=C(C(CC(O2)(C)CCCCCCI)=O)C=C1)CCC)=O (rac.-[[3,4-dihydro-2-(6-iodohexyl)-2-methyl-4-oxo-8-propyl-2H-1-benzopyran-7-yl]oxy]acetic acid methyl ester), CCCC1=C(C=CC(=C1O)C(=O)C)O (2,4-dihydroxy-3-propylacetophenone), C([O-])(O)=O.[K+] (potassium bicarbonate), Cl (hydrochloric acid). Solvent: CN(C=O)C (N,N-dimethylformamide), CC(=O)C (acetone). Conditions: time 6 hour. Product: COC(COC1=C(C2=C(C(CC(O2)(C)CCCCCCOC2=C(C(=C(C=C2)C(C)=O)O)CCC)=O)C=C1)CCC)=O (rac-[[2-[6-(4-acetyl-3-hydroxy-2-propylphenoxy)-hexyl]-3,4-dihydro-2-methyl-4-oxo-8-propyl-2H-1-benzopyran-7-yl]oxy]acetic acid methyl ester). The yield is 83.4%. Reaction SMILES: [CH3:1][O:2][C:3](=[O:28])[CH2:4][O:5][C:6]1[CH:24]=[CH:23][C:9]2[C:10](=[O:22])[CH2:11][C:12]([CH2:15][CH2:16][CH2:17][CH2:18][CH2:19][CH2:20]I)([CH3:14])[O:13][C:8]=2[C:7]=1[CH2:25][CH2:26][CH3:27].[CH3:29][CH2:30][CH2:31][C:32]1[C:37]([OH:38])=[C:36]([C:39]([CH3:41])=[O:40])[CH:35]=[CH:34][C:33]=1[OH:42].C(=O)(O)[O-].[K+].Cl>CN(C)C=O.CC(C)=O>[CH3:1][O:2][C:3](=[O:28])[CH2:4][O:5][C:6]1[CH:24]=[CH:23][C:9]2[C:10](=[O:22])[CH2:11][C:12]([CH2:15][CH2:16][CH2:17][CH2:18][CH2:19][CH2:20][O:42][C:33]3[CH:34]=[CH:35][C:36]([C:39](=[O:40])[CH3:41])=[C:37]([OH:38])[C:32]=3[CH2:31][CH2:30][CH3:29])([CH3:14])[O:13][C:8]=2[C:7]=1[CH2:25][CH2:26][CH3:27] |f:2.3|. Reported procedure: A mixture of 1.25 g of the iodohexyl chromanone product from Example 4, 0.49 g of 2,4-dihydroxy-3-propylacetophenone, 0.841 g of anhydrous potassium bicarbonate, 25 ml of acetone, and 12 ml of N,N-dimethylformamide was refluxed and stirred for 6 hours. The resulting mixtures was cooled, poured into cold 1N hydrochloric acid, and extracted 3 times with ether. The combined ether extracts were washed with saturated aqueous sodium bicarbonate, water, and brine, then dried (magnesium sulfate), filter... Procedure: The title compound was prepared from (rac)-1-aminoindan (1.6 g, 12.3 mmole) and m-anisoyl chloride (1.9 g, 13.54 mmole) as in Ex. 46; crystallization from EtOAc:hexane gave 2.0 g (7.2 mmole, 59%) white solid, mp: 140° C. Solvent: CCCCCC (hexane). The reactants are NC1CCC2=CC=CC=C12 ((rac)-1-aminoindan), C(C1=CC(=CC=C1)OC)(=O)Cl (m-anisoyl chloride). RXN SMILES: [NH2:1][CH:2]1[C:10]2[C:5](=[CH:6][CH:7]=[CH:8][CH:9]=2)[CH2:4][CH2:3]1.[C:11](Cl)(=[O:20])[C:12]1[CH:17]=[CH:16][CH:15]=[C:14]([O:18][CH3:19])[CH:13]=1>CCCCCC>[C:11]([NH:1][CH:2]1[C:10]2[C:5](=[CH:6][CH:7]=[CH:8][CH:9]=2)[CH2:4][CH2:3]1)(=[O:20])[C:12]1[CH:17]=[CH:16][CH:15]=[C:14]([O:18][CH3:19])[CH:13]=1. Product: C(C1=CC(=CC=C1)OC)(=O)NC1CCC2=CC=CC=C12 ((rac)-N-(m-Anisoyl)-1-aminoindan), white solid. Yield: 58.5%.